This data is from the Open Reaction Database (ORD), a public repository of structured organic reaction records. The task is: describe an organic reaction: reactants, conditions, products, and yield Starting materials: FC1=CC=C(CN)C=C1 (4-fluorobenzylamine), ClC=1C2=C(N=C(N1)C1=NC=CN=C1)SC(=C2C)C (4-chloro-2-(pyrazin-2-yl)-5,6-dimethyl-thieno-[2,3-d]-pyrimidine). The product is N1=C(C=NC=C1)C=1N=C(C2=C(N1)SC(=C2C)C)NCC2=CC=C(C=C2)F (2-(pyrazin-2-yl)-4-(4-fluorobenzylamino)-5,6-dimethyl-thieno-[2,3-d]-pyrimidine). As a reaction SMILES: [F:1][C:2]1[CH:9]=[CH:8][C:5]([CH2:6][NH2:7])=[CH:4][CH:3]=1.Cl[C:11]1[C:12]2[C:25]([CH3:26])=[C:24]([CH3:27])[S:23][C:13]=2[N:14]=[C:15]([C:17]2[CH:22]=[N:21][CH:20]=[CH:19][N:18]=2)[N:16]=1>>[N:18]1[CH:19]=[CH:20][N:21]=[CH:22][C:17]=1[C:15]1[N:16]=[C:11]([NH:7][CH2:6][C:5]2[CH:8]=[CH:9][C:2]([F:1])=[CH:3][CH:4]=2)[C:12]2[C:25]([CH3:26])=[C:24]([CH3:27])[S:23][C:13]=2[N:14]=1. Procedure: With the procedure of Example 1, the reaction of 4-fluorobenzylamine with 4-chloro-2-(pyrazin-2-yl)-5,6-dimethyl-thieno-[2,3-d]-pyrimidine yields 2-(pyrazin-2-yl)-4-(4-fluorobenzylamino)-5,6-dimethyl-thieno-[2,3-d]-pyrimidine. The reactants are CC(N)=S, Cl, CC(C#N)=C(N)c1ccc(Cl)cc1. Product: CC(C(N)=S)=C(N)c1ccc(Cl)cc1. Reaction SMILES: [CH3:15][C:16]([NH2:17])=[S:18].[ClH:1].[NH2:2][C:3](=[C:4]([C:5]#[N:6])[CH3:7])[c:8]1[cH:9][cH:10][c:11]([Cl:14])[cH:12][cH:13]1>>[NH2:2][C:3](=[C:4]([C:5]([NH2:6])=[S:18])[CH3:7])[c:8]1[cH:9][cH:10][c:11]([Cl:14])[cH:12][cH:13]1. Reactants: C(C)OC(=O)C=1C(C2=C(N(C1)CC)SC(C2)=NO)=O (4,7-dihydro-7-ethyl-2-hydroxyimino-4-oxo-thieno[2,3-b]pyridine-5-carboxylic acid ethyl ester), Cl (hydrochloric acid). The solvent is O (water), [OH-].[Na+] (sodium hydroxide). Conditions: time 1 hour. The product is C(C)N1C2=C(C(C(=C1)C(=O)O)=O)CC(S2)=NO (4,7-dihydro-7-ethyl-2-hydroxyimino-4-oxo-thieno[2,3-b]pyridine-5-carboxylic acid). Isolated yield 98.0%. As a reaction SMILES: C([O:3][C:4]([C:6]1[C:7](=[O:19])[C:8]2[CH2:16][C:15](=[N:17][OH:18])[S:14][C:9]=2[N:10]([CH2:12][CH3:13])[CH:11]=1)=[O:5])C.Cl>O.[OH-].[Na+]>[CH2:12]([N:10]1[CH:11]=[C:6]([C:4]([OH:5])=[O:3])[C:7](=[O:19])[C:8]2[CH2:16][C:15](=[N:17][OH:18])[S:14][C:9]1=2)[CH3:13] |f:3.4|. Reported procedure: In 10 ml of water containing 0.4 g of sodium hydroxide was dissolved 0.125 g (0.42 mmol) of 4,7-dihydro-7-ethyl-2-hydroxyimino-4-oxo-thieno[2,3-b]pyridine-5-carboxylic acid ethyl ester, anti-isomer. The solution obtained was maintained under stirring at room-temperature for 1 hour and then acidified with concentrated hydrochloric acid. The precipitate obtained was filtered out, washed with water and then with alcohol. After drying, 4,7-dihydro-7-ethyl-2-hydroxyimino-4-oxo-thieno[2,3-b]pyridine-5... As a reaction SMILES: [Br:40][CH2:41][CH:42]=[CH:43][CH2:44][OH:45].[C:1]([O:2][C:6](=[O:3])[N:8]1[CH2:9][CH2:10][CH2:11][C:12]12[C:13](=[O:23])[N:14]([CH:17]([CH3:18])[C:19](=[O:20])[O:21][CH3:22])[CH2:15][CH2:16]2)([CH3:4])([CH3:5])[CH3:7].[CH2:47]([N+:48]([CH2:49][CH2:50][CH2:51][CH3:52])([CH2:53][CH2:54][CH2:55][CH3:56])[CH2:57][CH2:58][CH2:59][CH3:60])[CH2:61][CH2:62][CH3:63].[CH:31]([N:32]([CH:33]([CH3:34])[CH3:35])[CH2:36][CH3:37])([CH3:38])[CH3:39].[ClH:24].[I-:46].[O:25]1[CH2:26][CH2:27][O:28][CH2:29][CH2:30]1>>[CH2:6]([N:8]1[CH2:9][CH2:10][CH2:11][C:12]12[C:13](=[O:23])[N:14]([CH:17]([CH3:18])[C:19](=[O:20])[O:21][CH3:22])[CH2:15][CH2:16]2)[CH:42]=[CH:43][CH2:44][OH:45]. The product is COC(=O)C(C)N1CCC2(CCCN2CC=CCO)C1=O. Reactants: OCC=CCBr, COC(=O)C(C)N1CCC2(CCCN2C(=O)OC(C)(C)C)C1=O, CCCC[N+](CCCC)(CCCC)CCCC, CCN(C(C)C)C(C)C, Cl, [I-], C1COCCO1. Reactants: CC(C)(C)[O-], COCCOC, CCO, [K+], O=C1C2CC3CC1CN(C3)C2, [C-]#[N+]CS(=O)(=O)c1ccc(C)cc1. Yields the product N#CC1C2CC3CC1CN(C3)C2. Reaction SMILES: [CH3:25][C:26]([CH3:27])([O-:28])[CH3:29].[CH3:31][O:32][CH2:33][CH2:34][O:35][CH3:36].[CH3:37][CH2:38][OH:39].[K+:30].[N:1]12[CH2:2][CH:3]3[C:4](=[O:11])[CH:5]([CH2:6][CH:7]([CH2:8]1)[CH2:9]3)[CH2:10]2.[c:12]1([CH3:13])[cH:14][cH:15][c:16]([S:17](=[O:19])(=[O:20])[CH2:21][N+:22]#[C-:18])[cH:23][cH:24]1>>[N:1]12[CH2:2][CH:3]3[CH:4]([C:21]#[N:22])[CH:5]([CH2:6][CH:7]([CH2:8]1)[CH2:9]3)[CH2:10]2.